From a dataset of the Open Reaction Database (ORD), a public repository of structured organic reaction records. describe an organic reaction: reactants, conditions, products, and yield Starting materials: ClC1=C(C(=CC(=C1)CNC(=NC(CC1=CNC2=CC=C(C=C12)OC)=O)N)Cl)NC(C)=O (N-(2,6-Dichloro-4-{N′-[2-(5-methoxy-1H-indol-3-yl)-acetyl]-guanidinomethyl}-phenyl)-acetamide), C(C)(=O)NC1=C(C=C(CN)C=C1Cl)Cl (4-acetamido-3,5-dichloro-benzylamine), ( B ), OC=1C=C2C(=CNC2=CC1)CC(=O)O (2-(5-hydroxy-1H-indol-3-yl)acetic acid), ( A ), 448.05. Product: ClC1=C(C(=CC(=C1)CNC(=NC(CC1=CNC2=CC=C(C=C12)O)=O)N)Cl)NC(C)=O (N-(2,6-Dichloro-4-{N′-[2-(5-hydroxy-1H-indol-3-yl)-acetyl]-guanidinomethyl}-phenyl)-acetamide). Reaction SMILES: [Cl:1][C:2]1[CH:7]=[C:6]([CH2:8][NH:9][C:10]([NH2:26])=[N:11][C:12](=[O:25])[CH2:13][C:14]2[C:22]3[C:17](=[CH:18][CH:19]=[C:20]([O:23]C)[CH:21]=3)[NH:16][CH:15]=2)[CH:5]=[C:4]([Cl:27])[C:3]=1[NH:28][C:29](=[O:31])[CH3:30].OC1C=C2C(=CC=1)NC=C2CC(O)=O.C(NC1C(Cl)=CC(CN)=CC=1Cl)(=O)C>>[Cl:27][C:4]1[CH:5]=[C:6]([CH2:8][NH:9][C:10]([NH2:26])=[N:11][C:12](=[O:25])[CH2:13][C:14]2[C:22]3[C:17](=[CH:18][CH:19]=[C:20]([OH:23])[CH:21]=3)[NH:16][CH:15]=2)[CH:7]=[C:2]([Cl:1])[C:3]=1[NH:28][C:29](=[O:31])[CH3:30]. Reported procedure: In a manner similar to that used in the preparation of the compound of example 2, but using 2-(5-hydroxy-1H-indol-3-yl)acetic acid in step 14 (A) and 4-acetamido-3,5-dichloro-benzylamine (preparation B) in step 14 (B), the title compound was prepared. MS (ESI) (M+H)+=448.05 1H-NMR (500 MHz, CD3OD) δ 7.41 (s, 2 H), 7.15-7.30 (m, 2 H), 6.93 (d, J=2.44 Hz, 1 H), 6.73 (dd, J=8.70, 2.29 Hz, 1 H), 4.47 (s, 2 H), 3.88 (s, 2 H), 2.19 (s, 3 H). Starting materials: C(C)(C)(C)OC(CBr)=O (t-butylbromoacetate), C(C1=CC=CC=C1)[C@@H]1N(C(OC1)=O)C(CCCCC1CCCCC1)=O ((4S)-4-benzyl-3-(5-cyclohexylpentanoyl)-1,3-oxazolidin-2-one), O1CCCC1 (tetrahydrofuran), C[Si]([N-][Si](C)(C)C)(C)C.[Na+] (sodium hexamethyldisilazide). Conditions: temperature -30 celsius, time 45 minute. The product is C(C1=CC=CC=C1)[C@@H]1N(C(OC1)=O)C(=O)C(CC(=O)OC(C)(C)C)CCCC1CCCCC1 (tert-Butyl 3-{[(4S)-4-benzyl-2-oxo-1,3-oxazolidin-3-yl]carbonyl}-6-cyclohexylhexanoate). As a reaction SMILES: [CH2:1]([C@H:8]1[CH2:12][O:11][C:10](=[O:13])[N:9]1[C:14](=[O:25])[CH2:15][CH2:16][CH2:17][CH2:18][CH:19]1[CH2:24][CH2:23][CH2:22][CH2:21][CH2:20]1)[C:2]1[CH:7]=[CH:6][CH:5]=[CH:4][CH:3]=1.O1CCCC1.C[Si](C)(C)[N-][Si](C)(C)C.[Na+].[C:41]([O:45][C:46](=[O:49])[CH2:47]Br)([CH3:44])([CH3:43])[CH3:42]>>[CH2:1]([C@H:8]1[CH2:12][O:11][C:10](=[O:13])[N:9]1[C:14]([CH:15]([CH2:16][CH2:17][CH2:18][CH:19]1[CH2:20][CH2:21][CH2:22][CH2:23][CH2:24]1)[CH2:47][C:46]([O:45][C:41]([CH3:44])([CH3:43])[CH3:42])=[O:49])=[O:25])[C:2]1[CH:3]=[CH:4][CH:5]=[CH:6][CH:7]=1 |f:2.3|. Reported procedure: A solution of (4S)-4-benzyl-3-(5-cyclohexylpentanoyl)-1,3-oxazolidin-2-one (70.0 g, 204 mmol anhydrous tetrahydrofuran (650 ml) was cooled to −70° C. and treated dropwise with sodium hexamethyldisilazide (1M in tetrahydrofuran, 224 ml, 224 mmol) over 45 minutes. The mixture was stirred for a further 45 minutes before being treated with t-butylbromoacetate (31.6 ml, 214 mmol). This mixture was stirred at −70° C. for 30 minutes then warmed to −30° C. and quenched with an aqueous solution of ammoni... Starting materials: COC1=CC=C(C=C1)C(C(F)(F)F)(C)C (1-methoxy-4-(1,1,1-trifluoro-2-methylpropan-2-yl)benzene), I(=O)(=O)(=O)[O-].[Na+] (sodium periodate), C(Cl)(Cl)(Cl)Cl.CC#N.O (CCl4 CH3CN H2O). The reagents and catalysts are O.[Ru](Cl)(Cl)Cl (ruthenium(III) chloride hydrate). Conditions: time 5 minute. Yields the product FC(C(C(=O)O)(C)C)(F)F (3,3,3-Trifluoro-2,2-dimethylpropanoic acid). Reaction SMILES: COC1C=C[C:6]([C:9]([CH3:15])([CH3:14])[C:10]([F:13])([F:12])[F:11])=CC=1.I([O-])(=O)(=O)=[O:17].[Na+].C(Cl)(Cl)(Cl)Cl.CC#N.[OH2:30]>O.[Ru](Cl)(Cl)Cl>[F:13][C:10]([F:11])([F:12])[C:9]([CH3:15])([CH3:14])[C:6]([OH:17])=[O:30] |f:1.2,3.4.5,6.7|. Procedure details: To a biphasic mixture of 1-methoxy-4-(1,1,1-trifluoro-2-methylpropan-2-yl)benzene (10.0 g, 45.8 mmol) and sodium periodate (137 g, 642 mmol) in a mixture solvent of CCl4:CH3CN:H2O (2:2:3, 550 ml) was added slowly ruthenium(III) chloride hydrate (0.517 g, 2.29 mmol) (black powder) while the reaction flask was kept in an ice-water bath. The mixture turned yellow rapidly then red after 5 minutes, ans was stirred for 0.5 h. The ice-water bath was removed and the reaction mixture was stirred vigorous... The reactants are C(=O)C1=CC=C(C=C1)C#CC1=CC=C(C(=O)N([C@@](C(=O)NC)(C(=O)NOC2OCCCC2)C)C)C=C1 ((2S)-2-[{4-[(4-formylphenyl)ethynyl]benzoyl}(methyl)amino]-N,2-dimethyl-N′-(tetrahydro-2H-pyran-2-yloxy)propanediamide), Cl.C(C)OC1CNC1 (3-ethoxyazetidine hydrochloride). The product is C(C)OC1CN(C1)CC1=CC=C(C=C1)C#CC1=CC=C(C(=O)N([C@@](C(=O)NC)(C(=O)NOC2OCCCC2)C)C)C=C1 ((2S)-2-{[4-({4-[(3-ethoxyazetidin-1-yl)methyl]phenyl}ethynyl)benzoyl](methyl)amino}-N,2-dimethyl-N′-(tetrahydro-2H-pyran-2-yloxy)propanediamide). Isolated yield 73.9%. RXN SMILES: [CH:1]([C:3]1[CH:8]=[CH:7][C:6]([C:9]#[C:10][C:11]2[CH:36]=[CH:35][C:14]([C:15]([N:17]([CH3:34])[C@:18]([CH3:33])([C:23]([NH:25][O:26][CH:27]3[CH2:32][CH2:31][CH2:30][CH2:29][O:28]3)=[O:24])[C:19]([NH:21][CH3:22])=[O:20])=[O:16])=[CH:13][CH:12]=2)=[CH:5][CH:4]=1)=O.Cl.[CH2:38]([O:40][CH:41]1[CH2:44][NH:43][CH2:42]1)[CH3:39]>>[CH2:38]([O:40][CH:41]1[CH2:44][N:43]([CH2:1][C:3]2[CH:4]=[CH:5][C:6]([C:9]#[C:10][C:11]3[CH:12]=[CH:13][C:14]([C:15]([N:17]([CH3:34])[C@:18]([CH3:33])([C:23]([NH:25][O:26][CH:27]4[CH2:32][CH2:31][CH2:30][CH2:29][O:28]4)=[O:24])[C:19]([NH:21][CH3:22])=[O:20])=[O:16])=[CH:35][CH:36]=3)=[CH:7][CH:8]=2)[CH2:42]1)[CH3:39] |f:1.2|. Reported procedure: From (2S)-2-[{4-[(4-formylphenyl)ethynyl]benzoyl}(methyl)amino]-N,2-dimethyl-N′-(tetrahydro-2H-pyran-2-yloxy)propanediamide (0.30 g) as obtained in Example 16-(1) and 3-ethoxyazetidine hydrochloride (0.11 g), there was obtained (2S)-2-{[4-({4-[(3-ethoxyazetidin-1-yl)methyl]phenyl}ethynyl)benzoyl](methyl)amino}-N,2-dimethyl-N′-(tetrahydro-2H-pyran-2-yloxy)propanediamide (yellow solid) (0.26 g, 74%) in the same manner as in Example 16-1-(3). Starting materials: ClC1=NC=CC(=C1)C1=NC(=CC(=C1)C)C1=CC=C(C=C1)C(F)(F)F (2′-chloro-4-methyl-6-(4-trifluoromethylphenyl)-[2,4′]bipyridinyl), C(C)(C)(C)NS(=O)(=O)C=1C=C(C=CC1)B(O)O (3-(tert-butylsulfamoyl)-benzeneboronic acid). The product is C(C)(C)(C)NS(=O)(=O)C1=CC(=CC=C1)C1=NC=CC(=C1)C1=NC(=CC(=C1)C)C1=CC=C(C=C1)C(F)(F)F (N-tert-Butyl-3-[4-methyl-6-(4-trifluoromethyl-phenyl)-[2,4′]bipyridinyl-2′-yl]-benzenesulfonamide), solid. Isolated yield 81.0%. Reaction SMILES: Cl[C:2]1[CH:7]=[C:6]([C:8]2[CH:13]=[C:12]([CH3:14])[CH:11]=[C:10]([C:15]3[CH:20]=[CH:19][C:18]([C:21]([F:24])([F:23])[F:22])=[CH:17][CH:16]=3)[N:9]=2)[CH:5]=[CH:4][N:3]=1.[C:25]([NH:29][S:30]([C:33]1[CH:34]=[C:35](B(O)O)[CH:36]=[CH:37][CH:38]=1)(=[O:32])=[O:31])([CH3:28])([CH3:27])[CH3:26]>>[C:25]([NH:29][S:30]([C:33]1[CH:34]=[CH:35][CH:36]=[C:37]([C:2]2[CH:7]=[C:6]([C:8]3[CH:13]=[C:12]([CH3:14])[CH:11]=[C:10]([C:15]4[CH:20]=[CH:19][C:18]([C:21]([F:24])([F:23])[F:22])=[CH:17][CH:16]=4)[N:9]=3)[CH:5]=[CH:4][N:3]=2)[CH:38]=1)(=[O:32])=[O:31])([CH3:28])([CH3:26])[CH3:27]. Procedure details: The title compound was prepared from 2′-chloro-4-methyl-6-(4-trifluoromethylphenyl)-[2,4′]bipyridinyl (example E.94) (0.350 g, 1.0 mmol) and commercially available 3-(tert-butylsulfamoyl)-benzeneboronic acid (0.283 g, 1.1 mmol) according to the general procedure VI. Obtained as a white solid (0.426 g, 81%). MS (ISP) 526.2 [(M+H)+]; mp 189° C.